From a dataset of the Open Reaction Database (ORD), a public repository of structured organic reaction records. describe an organic reaction: reactants, conditions, products, and yield Starting materials: CC(=O)OC1C(N2CCNC2=NC#N)c2cc(C#N)ccc2OC1(C)C, Cc1ccccc1, C1CCC2=NCCCN2CC1. Product: CC1(C)C=C(N2CCNC2=NC#N)c2cc(C#N)ccc2O1. As a reaction SMILES: [C:1]([O:2][CH:5]1[C:6]([CH3:25])([CH3:26])[O:7][c:8]2[c:9]([cH:19][c:20]([C:23]#[N:24])[cH:21][cH:22]2)[CH:10]1[N:11]1[C:12](=[N:16][C:17]#[N:18])[NH:13][CH2:14][CH2:15]1)(=[O:3])[CH3:4].[CH3:38][c:39]1[cH:40][cH:41][cH:42][cH:43][cH:44]1.[N:27]12[CH2:28][CH2:29][CH2:30][N:31]=[C:32]1[CH2:33][CH2:34][CH2:35][CH2:36][CH2:37]2>>[CH:5]1=[C:10]([N:11]2[C:12](=[N:16][C:17]#[N:18])[NH:13][CH2:14][CH2:15]2)[c:9]2[c:8]([cH:22][cH:21][c:20]([C:23]#[N:24])[cH:19]2)[O:7][C:6]1([CH3:25])[CH3:26]. Starting materials: FC(S(=O)(=O)OC1=C[C@H](N(C1)C(=O)OC(C)(C)C)C(=O)OC)(F)F ((S)-1-tert-butyl 2-methyl 4-(((trifluoromethyl)sulfonyl)oxy)-1H-pyrrole-1,2(2H,5H)-dicarboxylate), CC1(OB(OC1(C)C)C=1C=CC(=NC1)N)C (5-(4,4,5,5-tetramethyl-1,3,2-dioxaborolan-2-yl)pyridin-2-amine), C(=O)([O-])[O-].[Cs+].[Cs+] (Cs2CO3). The reagents and catalysts are C=1C=CC(=CC1)[P](C=2C=CC=CC2)(C=3C=CC=CC3)[Pd]([P](C=4C=CC=CC4)(C=5C=CC=CC5)C=6C=CC=CC6)([P](C=7C=CC=CC7)(C=8C=CC=CC8)C=9C=CC=CC9)[P](C=1C=CC=CC1)(C=1C=CC=CC1)C=1C=CC=CC1 (Pd(PPh3)4). Run in C1CCOC1 (THF), O (water), C(C)(=O)OCC (ethyl acetate), O (water). Run at temperature 100 celsius. The product is NC1=CC=C(C=N1)C1=C[C@H](N(C1)C(=O)OC(C)(C)C)C(=O)OC ((S)-1-tert-butyl 2-methyl 4-(6-aminopyridin-3-yl)-1H-pyrrole-1,2(2H,5H)-dicarboxylate). Yield: 72.4%. RXN SMILES: FC(F)(F)S(O[C:7]1[CH2:11][N:10]([C:12]([O:14][C:15]([CH3:18])([CH3:17])[CH3:16])=[O:13])[C@H:9]([C:19]([O:21][CH3:22])=[O:20])[CH:8]=1)(=O)=O.CC1(C)C(C)(C)OB([C:33]2[CH:34]=[CH:35][C:36]([NH2:39])=[N:37][CH:38]=2)O1.C([O-])([O-])=O.[Cs+].[Cs+]>C1COCC1.O.C(OCC)(=O)C.C1C=CC([P]([Pd]([P](C2C=CC=CC=2)(C2C=CC=CC=2)C2C=CC=CC=2)([P](C2C=CC=CC=2)(C2C=CC=CC=2)C2C=CC=CC=2)[P](C2C=CC=CC=2)(C2C=CC=CC=2)C2C=CC=CC=2)(C2C=CC=CC=2)C2C=CC=CC=2)=CC=1>[NH2:39][C:36]1[N:37]=[CH:38][C:33]([C:7]2[CH2:11][N:10]([C:12]([O:14][C:15]([CH3:18])([CH3:17])[CH3:16])=[O:13])[C@H:9]([C:19]([O:21][CH3:22])=[O:20])[CH:8]=2)=[CH:34][CH:35]=1 |f:2.3.4,^1:62,64,83,102|. Reported procedure: A mixture of (S)-1-tert-butyl 2-methyl 4-(((trifluoromethyl)sulfonyl)oxy)-1H-pyrrole-1,2(2H,5H)-dicarboxylate (1.55 g, 4.13 mmol), 5-(4,4,5,5-tetramethyl-1,3,2-dioxaborolan-2-yl)pyridin-2-amine (1.00 g, 4.54 mmol), Pd(PPh3)4 (0.239 g, 0.21 mmol) and Cs2CO3 (3.36 g, 10.32 mmol) in THF (10 mL) and water (2 mL) was microwave heated to 100° C. for 10 min. The reaction was then diluted with ethyl acetate (50 mL) and water (25 mL). The layers were separated and the organics were washed with water (25 ... The reactants are FC(C1=CC(NC(=C1)C1=CC=C(C=C1)C(F)(F)F)=O)(F)F (4-trifluoromethyl-6-(4-trifluoromethylphenyl)-1H-pyridin-2-one), P(=O)(Cl)(Cl)Cl (phosphoryl chloride), chlorides. The product is ClC1=NC(=CC(=C1)C(F)(F)F)C1=CC=C(C=C1)C(F)(F)F (2-Chloro-4-trifluoromethyl-6-(4-trifluoromethyl-phenyl)-pyridine), solid. The yield is 98.0%. RXN SMILES: [F:1][C:2]([F:21])([F:20])[C:3]1[CH:8]=[C:7]([C:9]2[CH:14]=[CH:13][C:12]([C:15]([F:18])([F:17])[F:16])=[CH:11][CH:10]=2)[NH:6][C:5](=O)[CH:4]=1.P(Cl)(Cl)([Cl:24])=O>>[Cl:24][C:5]1[CH:4]=[C:3]([C:2]([F:21])([F:20])[F:1])[CH:8]=[C:7]([C:9]2[CH:14]=[CH:13][C:12]([C:15]([F:18])([F:17])[F:16])=[CH:11][CH:10]=2)[N:6]=1. Procedure details: The title compound was prepared from 4-trifluoromethyl-6-(4-trifluoromethylphenyl)-1H-pyridin-2-one (51.5 g, 168 mmol) and phosphoryl chloride (50 mL) according to the general procedure Ia to d preparation of chlorides. Obtained as an off-white solid (53.4 g, 98%). MS (ISN) 384.1 [(M+OAc)−], 386.0 [(M+2+OAc)−]; mp 39-40° C. Starting materials: CC(C)(C)OC(=O)N1CCC(=CC#N)CC1, CC1(C)OB(c2cn[nH]c2)OC1(C)C, CC#N, C1CCC2=NCCCN2CC1. Product: CC(C)(C)OC(=O)N1CCC(CC#N)(n2cc(B3OC(C)(C)C(C)(C)O3)cn2)CC1. As a reaction SMILES: [C:15](#[N:16])[CH:17]=[C:18]1[CH2:19][CH2:20][N:21]([C:24](=[O:25])[O:26][C:27]([CH3:28])([CH3:29])[CH3:30])[CH2:22][CH2:23]1.[CH3:1][C:2]1([CH3:14])[O:3][B:4]([c:9]2[cH:10][n:11][nH:12][cH:13]2)[O:5][C:6]1([CH3:7])[CH3:8].[CH3:42][C:43]#[N:44].[N:31]12[CH2:32][CH2:33][CH2:34][N:35]=[C:36]1[CH2:37][CH2:38][CH2:39][CH2:40][CH2:41]2>>[CH3:1][C:2]1([CH3:14])[O:3][B:4]([c:9]2[cH:10][n:11][n:12]([C:18]3([CH2:17][C:15]#[N:16])[CH2:19][CH2:20][N:21]([C:24](=[O:25])[O:26][C:27]([CH3:28])([CH3:29])[CH3:30])[CH2:22][CH2:23]3)[cH:13]2)[O:5][C:6]1([CH3:7])[CH3:8]. The reactants are N1(C=CC2=CC=CC=C12)N (1H-indol-1-amine), ClC1=C(C=NC=C1)[N+](=O)[O-] (4-chloro-3-nitropyridine). The solvent is C(C)O (ethanol). Yields the product [N+](=O)([O-])C=1C=NC=CC1NN1C=CC2=CC=CC=C12 (N-(3-Nitro-4-pyridinyl)-1H-indol-1-amine). As a reaction SMILES: [N:1]1([NH2:10])[C:9]2[C:4](=[CH:5][CH:6]=[CH:7][CH:8]=2)[CH:3]=[CH:2]1.Cl[C:12]1[CH:17]=[CH:16][N:15]=[CH:14][C:13]=1[N+:18]([O-:20])=[O:19]>C(O)C>[N+:18]([C:13]1[CH:14]=[N:15][CH:16]=[CH:17][C:12]=1[NH:10][N:1]1[C:9]2[C:4](=[CH:5][CH:6]=[CH:7][CH:8]=2)[CH:3]=[CH:2]1)([O-:20])=[O:19]. Procedure: The title compound was prepared from 1H-indol-1-amine and 4-chloro-3-nitropyridine in ethanol at 70° C. for 3 hours in substantially the same manner as in Example 1. Recrystallized from ethanol, m.p. 170°-172° C. Yields the product CC(C)(O)C(C(=O)O)c1ccc(F)cc1. Starting materials: BrCCBr, CC(C)=O, CC(C)Cl, O=C(O)Cc1ccc(F)cc1, [Mg], C1CCOC1, O=S(=O)(O)O. RXN SMILES: [Br:2][CH2:3][CH2:4][Br:5].[CH3:21][C:22]([CH3:23])=[O:24].[CH:6]([Cl:7])([CH3:8])[CH3:9].[F:10][c:11]1[cH:12][cH:13][c:14]([CH2:17][C:18](=[O:19])[OH:20])[cH:15][cH:16]1.[Mg:1].[O:30]1[CH2:31][CH2:32][CH2:33][CH2:34]1.[S:25](=[O:26])(=[O:27])([OH:28])[OH:29]>>[F:10][c:11]1[cH:12][cH:13][c:14]([CH:17]([C:18](=[O:19])[OH:20])[C:22]([CH3:21])([CH3:23])[OH:24])[cH:15][cH:16]1. Starting materials: BrC1=C(N=C(S1)C)C(=O)O (5-bromo-2-methyl-thiazole-4-carboxylic acid), CCN(C(C)C)C(C)C (DIPEA), CN(C)C(=[N+](C)C)ON1C2=C(C=CC=C2)N=N1.[B-](F)(F)(F)F (TBTU), CC1=CC=CC(=N1)N (6-methyl-pyridin-2-ylamine). Run in CN(C=O)C (dimethylformamide). Conditions: time 8 hour. Yields the product CC1=CC=CC(=N1)NC(=O)C1=C(SC(=C1)C)Br (2-bromo-5-methyl-thiophene-3-carboxylic acid (6-methyl-pyridin-2-yl)-amide). The yield is 37.0%. Reaction SMILES: [Br:1][C:2]1[S:6][C:5]([CH3:7])=N[C:3]=1[C:8]([OH:10])=O.[CH3:11]CN(C(C)C)C(C)C.CN(C(ON1N=NC2C=CC=CC1=2)=[N+](C)C)C.[B-](F)(F)(F)F.[CH3:42][C:43]1[N:48]=[C:47]([NH2:49])[CH:46]=[CH:45][CH:44]=1>CN(C)C=O>[CH3:42][C:43]1[N:48]=[C:47]([NH:49][C:8]([C:3]2[CH:11]=[C:5]([CH3:7])[S:6][C:2]=2[Br:1])=[O:10])[CH:46]=[CH:45][CH:44]=1 |f:2.3|. Procedure details: A solution of 5-bromo-2-methyl-thiazole-4-carboxylic acid (prepared as described in example 119, steps A to B) (0.31 g, 1.39 mmol) in dimethylformamide (20.00 ml) was treated with DIPEA (0.27 g, 2.08 mmol), TBTU (0.47 g, 1.46 mmol) and 6-methyl-pyridin-2-ylamine (0.18 g, 1.66 mmol) and stirred at room temperature overnight. The volatiles were removed under vacuum and the residue purified by flash chromatography (heptane/ethyl acetate) to yield 2-bromo-5-methyl-thiophene-3-carboxylic acid (6-meth... The reactants are BrC1=CC(=C(C=C1)C=1N2C(OC1C)=C(C(=N2)C)N2N=C(N=C2C)C)C (3-(4-Bromo-2-methylphenyl)-7-(3,5-dimethyl-1H-1,2,4-triazol-1-yl)-2,6-dimethyl pyrazolo[5,1-b]oxazole), COC1=CC=NC2=C3N=CC=C(C3=CC=C12)OC (4,7-dimethoxy-1,10-phenanthroline), N1C=NC=C1 (1H-imidazole), Cu2O, C(=O)([O-])[O-].[Cs+].[Cs+] (Cs2CO3). The solvent is CN1CCCC1=O (NMP). Reaction conditions: temperature 110 celsius, time 5 day. The product is N1(C=NC=C1)C1=CC(=C(C=C1)C=1N2C(OC1C)=C(C(=N2)C)N2N=C(N=C2C)C)C (3-(4-(1H-imidazol-1-yl)-2-methylphenyl)-7-(3,5-dimethyl-1H-1,2,4-triazol-1-yl)-2,6-dimethylpyrazolo[5,1-b]oxazole). As a reaction SMILES: Br[C:2]1[CH:7]=[CH:6][C:5]([C:8]2[N:9]3[N:16]=[C:15]([CH3:17])[C:14]([N:18]4[C:22]([CH3:23])=[N:21][C:20]([CH3:24])=[N:19]4)=[C:10]3[O:11][C:12]=2[CH3:13])=[C:4]([CH3:25])[CH:3]=1.COC1C2[C:32](=[C:33]3C(=CC=2)C(OC)=C[CH:35]=[N:34]3)[N:31]=CC=1.N1C=CN=C1.C([O-])([O-])=O.[Cs+].[Cs+]>CN1C(=O)CCC1>[N:31]1([C:2]2[CH:7]=[CH:6][C:5]([C:8]3[N:9]4[N:16]=[C:15]([CH3:17])[C:14]([N:18]5[C:22]([CH3:23])=[N:21][C:20]([CH3:24])=[N:19]5)=[C:10]4[O:11][C:12]=3[CH3:13])=[C:4]([CH3:25])[CH:3]=2)[CH:32]=[CH:33][N:34]=[CH:35]1 |f:3.4.5|. Procedure: 3-(4-Bromo-2-methylphenyl)-7-(3,5-dimethyl-1H-1,2,4-triazol-1-yl)-2,6-dimethyl pyrazolo[5,1-b]oxazole (Ex. 6.41) (40 mg, 0.100 mmol), 4,7-dimethoxy-1,10-phenanthroline (24.01 mg, 0.100 mmol), 1H-imidazole (8.16 mg, 0.120 mmol), Cu2O (0.715 mg, 5.00 μmol) and Cs2CO3 (45.6 mg, 0.140 mmol) are added to NMP (2 ml) and stirred at 110° C. for 5 days.